This data is from the Open Reaction Database (ORD), a public repository of structured organic reaction records. The task is: describe an organic reaction: reactants, conditions, products, and yield Starting materials: COC(C)(OC)N(C)C, Cc1ccccc1, CC(C)(C)OC(=O)N1CCN(c2ncc(Br)nc2N)CC1. Yields the product CC(=Nc1nc(Br)cnc1N1CCN(C(=O)OC(C)(C)C)CC1)N(C)C. RXN SMILES: [CH3:22][O:23][C:24]([CH3:25])([N:26]([CH3:27])[CH3:28])[O:29][CH3:30].[CH3:31][c:32]1[cH:33][cH:34][cH:35][cH:36][cH:37]1.[NH2:1][c:2]1[c:3]([N:9]2[CH2:10][CH2:11][N:12]([C:15](=[O:16])[O:17][C:18]([CH3:19])([CH3:20])[CH3:21])[CH2:13][CH2:14]2)[n:4][cH:5][c:6]([Br:8])[n:7]1>>[N:1]([c:2]1[c:3]([N:9]2[CH2:10][CH2:11][N:12]([C:15](=[O:16])[O:17][C:18]([CH3:19])([CH3:20])[CH3:21])[CH2:13][CH2:14]2)[n:4][cH:5][c:6]([Br:8])[n:7]1)=[C:24]([CH3:25])[N:26]([CH3:27])[CH3:28]. Reactants: CC(C)(C)OC(=O)NCCBr, CCOc1cc(-c2ccc(O)cc2)n(-c2ccc(OC)cc2)n1, [H-], [Na+], CN(C)C=O, O. Product: CCOc1cc(-c2ccc(OCCNC(=O)OC(C)(C)C)cc2)n(-c2ccc(OC)cc2)n1. RXN SMILES: [Br:26][CH2:27][CH2:28][NH:29][C:30]([O:31][C:32]([CH3:33])([CH3:34])[CH3:35])=[O:36].[CH2:1]([CH3:2])[O:3][c:4]1[n:5][n:6](-[c:16]2[cH:17][cH:18][c:19]([O:22][CH3:23])[cH:20][cH:21]2)[c:7](-[c:9]2[cH:10][cH:11][c:12]([OH:15])[cH:13][cH:14]2)[cH:8]1.[H-:24].[Na+:25].[O:38]=[CH:39][N:40]([CH3:41])[CH3:42].[OH2:37]>>[CH2:1]([CH3:2])[O:3][c:4]1[n:5][n:6](-[c:16]2[cH:17][cH:18][c:19]([O:22][CH3:23])[cH:20][cH:21]2)[c:7](-[c:9]2[cH:10][cH:11][c:12]([O:15][CH2:27][CH2:28][NH:29][C:30]([O:31][C:32]([CH3:33])([CH3:34])[CH3:35])=[O:36])[cH:13][cH:14]2)[cH:8]1.